From a dataset of the Open Reaction Database (ORD), a public repository of structured organic reaction records. describe an organic reaction: reactants, conditions, products, and yield The product is [N-]=[N+]=NCCCCc1ccc(CC(=O)O)cc1. RXN SMILES: [C:1](=[O:2])([OH:3])[CH2:4][c:5]1[cH:6][cH:7][c:8]([CH2:11][CH2:12][CH2:13][CH2:14][O:15][S:16]([CH3:17])(=[O:18])=[O:19])[cH:9][cH:10]1.[N-:21]=[N+:22]=[N-:23].[Na+:20].[O:24]=[CH:25][N:26]([CH3:27])[CH3:28]>>[C:1](=[O:2])([OH:3])[CH2:4][c:5]1[cH:6][cH:7][c:8]([CH2:11][CH2:12][CH2:13][CH2:14][N:21]=[N+:22]=[N-:23])[cH:9][cH:10]1. Reactants: CS(=O)(=O)OCCCCc1ccc(CC(=O)O)cc1, [N-]=[N+]=[N-], [Na+], CN(C)C=O. Reactants: ClC=1C=C(C(=O)N)C=C(N1)C (2-Chloro-6-methyl-isonicotinamide), COC(N(C)C)OC (N,N-dimethylformamide dimethyl acetal), C(C)(=O)O.NN (hydrazine acetate). Solvent: CN(C)C=O (DMF), C(C)(=O)O (acetic acid). Conditions: temperature 90 celsius, time 1 hour. Yields the product ClC1=NC(=CC(=C1)C1=NNC=N1)C (2-Chloro-6-methyl-4-(1H-[1,2,4]triazol-3-yl)-pyridine). Reaction SMILES: [Cl:1][C:2]1[CH:3]=[C:4]([CH:8]=[C:9]([CH3:11])[N:10]=1)[C:5]([NH2:7])=O.COC(OC)[N:15]([CH3:17])C.C(O)(=O)C.[NH2:24]N>CN(C=O)C.C(O)(=O)C>[Cl:1][C:2]1[CH:3]=[C:4]([C:5]2[N:15]=[CH:17][NH:24][N:7]=2)[CH:8]=[C:9]([CH3:11])[N:10]=1 |f:2.3|. Procedure details: 2-Chloro-6-methyl-isonicotinamide (1.23 g) and N,N-dimethylformamide dimethyl acetal (1.05 ml) were dissolved in dry DMF (4 ml) under inert atmosphere and the resulting solution was heated to 90° C. and stirred for 1 h. The reaction mixture was cooled to room temperature and a solution of hydrazine acetate (3.32 g) in acetic acid (8 ml) was dropwise added. The mixture was heated to 90° C. and stirred for 1 h. The solvent was removed under reduced pressure and the residue partitioned between satu... Reactants: COC1=C(C=CC(=C1)CNCCCNCCCCNCCCN)O.ClC1=NC(=CC(=N1)NC(C1=CC=C(C=C1)OC(C(F)F)(F)F)CC)CC (dl-5 chloro-6-ethyl-4-[α-ethyl-4-(1,1,2,2-tetrafluoroethoxy)benzyl]aminopyrimidine), C1(=CC=CC=C1)C (toluene), C(C)(=O)OCC (ethyl acetate), C(C)N(CC)S(F)(F)F (diethylaminosulfur trifluoride). Solvent: C1=CC=CC=C1 (benzene). Product: COC1=C(C=CC(=C1)CNCCCNCCCCNCCCN)O.ClC1=NC(=CC(=N1)NC(C1=CC=C(C=C1)OCC(C)(F)F)CC)CC (dl-5 chloro-6-ethyl-4-[α-ethyl-4-(2,2-difluoropropoxy)benzyl]aminopyrimidine). Isolated yield 61.9%. RXN SMILES: [CH3:1][O:2][C:3]1[CH:8]=[C:7]([CH2:9][NH:10][CH2:11][CH2:12][CH2:13][NH:14][CH2:15][CH2:16][CH2:17][CH2:18][NH:19][CH2:20][CH2:21][CH2:22][NH2:23])[CH:6]=[CH:5][C:4]=1[OH:24].[Cl:25][C:26]1[N:31]=[C:30]([NH:32][CH:33]([CH2:47][CH3:48])[C:34]2[CH:39]=[CH:38][C:37]([O:40][C:41](F)(F)[CH:42]([F:44])[F:43])=[CH:36][CH:35]=2)[CH:29]=[C:28]([CH2:49][CH3:50])[N:27]=1.[CH2:51](N(S(F)(F)F)CC)C.C1(C)C=CC=CC=1.C(OCC)(=O)C>C1C=CC=CC=1>[CH3:1][O:2][C:3]1[CH:8]=[C:7]([CH2:9][NH:10][CH2:11][CH2:12][CH2:13][NH:14][CH2:15][CH2:16][CH2:17][CH2:18][NH:19][CH2:20][CH2:21][CH2:22][NH2:23])[CH:6]=[CH:5][C:4]=1[OH:24].[Cl:25][C:26]1[N:31]=[C:30]([NH:32][CH:33]([CH2:47][CH3:48])[C:34]2[CH:39]=[CH:38][C:37]([O:40][CH2:41][C:42]([F:44])([F:43])[CH3:51])=[CH:36][CH:35]=2)[CH:29]=[C:28]([CH2:49][CH3:50])[N:27]=1 |f:0.1,6.7|. Reported procedure: To a solution of 1.0 g of dl-5-chloro-6-ethyl-4-(α-ethyl-4-acetonyloxybenzyl)aminopyrimidine obtained in Example 17 dissolved in 50 ml of dried benzene was added 0.5 g of diethylaminosulfur trifluoride, and the mixture was refluxed by heating for 5 hours while stirring. After completion of the reaction, the mixture was poured into ice-cold water and extracted with ethyl acetate. The extract was washed with water, dried over anhydrous sodium sulfate and the solvent was distilled off under reduced... Reactants: BrC=1C(=C(C=CC1)N1N=C(C(C(=C1)OC)=O)C1=CC=NN1C1=CC=CC=C1)F (1-(3-bromo-2-fluorophenyl)-5-methoxy-3-(1-phenyl-1H-pyrazol-5-yl)pyridazin-4(1H)-one), CC1(OB(OC1(C)C)C=1CCOCC1)C (4-(4,4,5,5-tetramethyl-1,3,2-dioxaborolan-2-yl)-3,6-dihydro-2H-pyran), C(=O)([O-])[O-].[Na+].[Na+] (Na2CO3). Reagents/catalysts: C=1C=CC(=CC1)[P](C=2C=CC=CC2)(C=3C=CC=CC3)[Pd]([P](C=4C=CC=CC4)(C=5C=CC=CC5)C=6C=CC=CC6)([P](C=7C=CC=CC7)(C=8C=CC=CC8)C=9C=CC=CC9)[P](C=1C=CC=CC1)(C=1C=CC=CC1)C=1C=CC=CC1 (Pd(PPh3)4). The solvent is COCCOC (DME), O (water), C(=O)(O)[O-].[Na+] (NaHCO3). The product is O1CCC(=CC1)C=1C(=C(C=CC1)N1N=C(C(C(=C1)OC)=O)C1=CC=NN1C1=CC=CC=C1)F (1-[3-(3,6-Dihydro-2H-pyran-4-yl)-2-fluorophenyl]-5-methoxy-3-(1-phenyl-1H-pyrazol-5-yl)pyridazin-4(1H)-one). Isolated yield 85.5%. RXN SMILES: Br[C:2]1[C:3]([F:28])=[C:4]([N:8]2[CH:13]=[C:12]([O:14][CH3:15])[C:11](=[O:16])[C:10]([C:17]3[N:21]([C:22]4[CH:27]=[CH:26][CH:25]=[CH:24][CH:23]=4)[N:20]=[CH:19][CH:18]=3)=[N:9]2)[CH:5]=[CH:6][CH:7]=1.CC1(C)C(C)(C)OB([C:37]2[CH2:38][CH2:39][O:40][CH2:41][CH:42]=2)O1.C([O-])([O-])=O.[Na+].[Na+]>COCCOC.O.C([O-])(O)=O.[Na+].C1C=CC([P]([Pd]([P](C2C=CC=CC=2)(C2C=CC=CC=2)C2C=CC=CC=2)([P](C2C=CC=CC=2)(C2C=CC=CC=2)C2C=CC=CC=2)[P](C2C=CC=CC=2)(C2C=CC=CC=2)C2C=CC=CC=2)(C2C=CC=CC=2)C2C=CC=CC=2)=CC=1>[O:40]1[CH2:39][CH:38]=[C:37]([C:2]2[C:3]([F:28])=[C:4]([N:8]3[CH:13]=[C:12]([O:14][CH3:15])[C:11](=[O:16])[C:10]([C:17]4[N:21]([C:22]5[CH:27]=[CH:26][CH:25]=[CH:24][CH:23]=5)[N:20]=[CH:19][CH:18]=4)=[N:9]3)[CH:5]=[CH:6][CH:7]=2)[CH2:42][CH2:41]1 |f:2.3.4,7.8,^1:65,67,86,105|. Procedure: A mixture of 1-(3-bromo-2-fluorophenyl)-5-methoxy-3-(1-phenyl-1H-pyrazol-5-yl)pyridazin-4(1H)-one (441 mg, 1.0 mmol), 4-(4,4,5,5-tetramethyl-1,3,2-dioxaborolan-2-yl)-3,6-dihydro-2H-pyran (231 mg, 1.1 mmol), Pd(PPh3)4 (57.8 mg, 0.05 mmol) and Na2CO3 (233 mg, 2.2 mmol) in DME (8.8 mL) and water (2.2 mL) was heated to reflux for 15 h under N2. The mixture was diluted with NaHCO3 aqueous solution, extracted with AcOEt, dried over Na2SO4, filtered, concentrated in vacuo, purified by column chromatogr... The reactants are O (water), [OH-].[Na+] (sodium hydroxide), aqueous solution, O (water), [H-].[Al+3].[Li+].[H-].[H-].[H-] (Lithium aluminum hydride), solution, C(C1=CC=CC=C1)N1CC2(CC2C1)C#N (3-benzyl-1-cyano-3-azabicyclo[3.1.0]hexane). Solvent: C(C)OCC (diethyl ether), O1CCCC1 (tetrahydrofuran). Reaction conditions: time 18 hour. Yields the product NCC12CN(CC2C1)CC1=CC=CC=C1 (1-Aminomethyl-3-benzyl-3-azabicyclo[3.1.0]hexane), oil. Isolated yield 100.0%. As a reaction SMILES: [H-].[Al+3].[Li+].[H-].[H-].[H-].[CH2:7]([N:14]1[CH2:19][CH:18]2[C:16]([C:20]#[N:21])([CH2:17]2)[CH2:15]1)[C:8]1[CH:13]=[CH:12][CH:11]=[CH:10][CH:9]=1.O.[OH-].[Na+]>C(OCC)C.O1CCCC1>[NH2:21][CH2:20][C:16]12[CH2:17][CH:18]1[CH2:19][N:14]([CH2:7][C:8]1[CH:13]=[CH:12][CH:11]=[CH:10][CH:9]=1)[CH2:15]2 |f:0.1.2.3.4.5,8.9|. Procedure details: Lithium aluminum hydride (70 ml of a 1M solution in diethyl ether, 70 mmol) was added to a solution of 3-benzyl-1-cyano-3-azabicyclo[3.1.0]hexane (3.35 g, 16.9 mmol) in tetrahydrofuran (200 ml). After 18 hours at room temperature, the reaction mixture was treated sequentially with water (2.6 ml), sodium hydroxide (2.6 ml of a 15% aqueous solution), and water (7.8 ml). The mixture was filtered, and the filtrate was concentrated under reduced pressure to provide the title product as a viscous, sli... Starting materials: C(C)(C)(C)C1=CC(=NO1)NC(=O)NC1=CC(=CC=C1)SC1=NC=NC2=CC(=C(C=C12)OCCCN1CCCCC1)OC (1-(5-tert-butylisoxazol-3-yl)-3-(3-(7-methoxy-6-(3-(piperidin-1-yl)propoxy)quinazolin-4-ylthio)phenyl)urea), CS(=O)(=O)N1CCNCC1 (N-methylsulfonyl-piperazine). As a reaction SMILES: [C:1]([C:5]1[O:9][N:8]=[C:7]([NH:10][C:11]([NH:13][C:14]2[CH:19]=[CH:18][CH:17]=[C:16]([S:20][C:21]3[C:30]4[C:25](=[CH:26][C:27]([O:41][CH3:42])=[C:28]([O:31][CH2:32][CH2:33][CH2:34][N:35]5[CH2:40][CH2:39]C[CH2:37][CH2:36]5)[CH:29]=4)[N:24]=[CH:23][N:22]=3)[CH:15]=2)=[O:12])[CH:6]=1)([CH3:4])([CH3:3])[CH3:2].[CH3:43][S:44]([N:47]1CCNCC1)(=[O:46])=[O:45]>>[C:1]([C:5]1[O:9][N:8]=[C:7]([NH:10][C:11]([NH:13][C:14]2[CH:19]=[CH:18][CH:17]=[C:16]([S:20][C:21]3[C:30]4[C:25](=[CH:26][C:27]([O:41][CH3:42])=[C:28]([O:31][CH2:32][CH2:33][CH2:34][N:35]5[CH2:40][CH2:39][N:47]([S:44]([CH3:43])(=[O:46])=[O:45])[CH2:37][CH2:36]5)[CH:29]=4)[N:24]=[CH:23][N:22]=3)[CH:15]=2)=[O:12])[CH:6]=1)([CH3:3])([CH3:2])[CH3:4]. The yield is 21.9%. Procedure: The title compound was prepared as described in Example 57B by using 1-(5-tert-butylisoxazol-3-yl)-3-(3-(6-(3-chloropropoxy)-7-methoxyquinazolin-4-ylthio)phenyl)urea from Example 57B (200 mg, 0.37 mmol) and N-methylsulfonyl-piperazine (182 mg, 1.11 mmol) to afford 1-(5-tert-butylisoxazol-3-yl)-3-(3-(7-methoxy-6-(3-(4-(methylsulfonyl)piperazin-1-yl)propoxy)quinazolin-4-ylthio)phenyl)urea (54.17 mg, 22%) as a solid. 1H NMR (300 MHz, DMSO-d6) δ 9.59 (s, 1H), 9.00 (s, 1H), 9.69 (s, 1H), 7.85 (s, 1H)... The product is C(C)(C)(C)C1=CC(=NO1)NC(=O)NC1=CC(=CC=C1)SC1=NC=NC2=CC(=C(C=C12)OCCCN1CCN(CC1)S(=O)(=O)C)OC (1-(5-tert-butylisoxazol-3-yl)-3-(3-(7-methoxy-6-(3-(4-(methylsulfonyl)piperazin-1-yl)propoxy)quinazolin-4-ylthio)phenyl)urea). The reactants are ClC=1C(=C(N)C=C(C1OC(C(C(F)(F)F)F)(F)F)Cl)F (3,5-dichloro-2-fluoro-4-(1,1,2,3,3,3-hexafluoropropoxy) aniline), O (water), C([O-])([O-])=O.[Na+].[Na+] (sodium carbonate), [BH4-].[Na+] (sodium borohydride), ice water, C(C)(=O)O (acetic acid). Yields the product ClC=1C(=C(NCC)C=C(C1OC(C(C(F)(F)F)F)(F)F)Cl)F (3,5-Dichloro-2-fluoro-4-(1,1,2,3,3,3-hexafluoropropoxy)-N-ethyl aniline). As a reaction SMILES: [Cl:1][C:2]1[C:3]([F:20])=[C:4]([CH:6]=[C:7]([Cl:19])[C:8]=1[O:9][C:10]([F:18])([F:17])[CH:11]([F:16])[C:12]([F:15])([F:14])[F:13])[NH2:5].[BH4-].[Na+].O.C(=O)([O-])[O-].[Na+].[Na+].[C:30](O)(=O)[CH3:31]>>[Cl:1][C:2]1[C:3]([F:20])=[C:4]([CH:6]=[C:7]([Cl:19])[C:8]=1[O:9][C:10]([F:17])([F:18])[CH:11]([F:16])[C:12]([F:14])([F:15])[F:13])[NH:5][CH2:30][CH3:31] |f:1.2,4.5.6|. Procedure: To a solution of 0.28 g 3,5-dichloro-2-fluoro-4-(1,1,2,3,3,3-hexafluoropropoxy) aniline in 8 mL glacial acetic acid at room temperature under an atmosphere of nitrogen was slowly added 0.31 g sodium borohydride. The addition was carried out over a 1.5 hour period through a solid addition funnel between 25-34° C. with ice water cooling. The mixture was stirred at room temperature over night. Then the reaction mixture was added to 80 mL water and the pH was carefully adjusted to 7 by adding solid ... The reactants are ClC1=NC=C(C(=O)NC2=CC(=C(C=C2)Cl)NC(C2=CC=C(C=C2)Cl)=O)C=C1 (6-chloro-N-(4-chloro-3-(4-chlorobenzamido)phenyl)nicotinamide), C[C@@H]1N[C@@H](CNC1)C (cis-2,6-dimethylpiperazine). Product: C(C1=CN=CC=C1)(=O)N (nicotinamide). RXN SMILES: Cl[C:2]1[CH:27]=[CH:26][C:5]([C:6]([NH:8]C2C=CC(Cl)=C(NC(=O)C3C=CC(Cl)=CC=3)C=2)=[O:7])=[CH:4][N:3]=1.C[C@H]1CNC[C@@H](C)N1>>[C:6]([NH2:8])(=[O:7])[C:5]1[CH:26]=[CH:27][CH:2]=[N:3][CH:4]=1. Procedure details: 6-chloro-N-(4-chloro-3-(4-chlorobenzamido)phenyl)nicotinamide (0.19 mmol) was used in general procedure 3 with cis-2,6-dimethylpiperazine (0.57 mmol). The product was purified by RP-HPLC to give N-(4-chloro-3-(4-chlorobenzamido)phenyl))-6-(3S,5R)-3-5-dimethylpiperazine-1-yl)-nicotinamide. MS (Q1) 498.0 (M)+